Task: describe an organic reaction: reactants, conditions, products, and yield. Dataset: the Open Reaction Database (ORD), a public repository of structured organic reaction records Starting materials: BrCc1ncccn1, C1CCOC1, [Li]CCCC, O=C(O)C(c1cccc(OC(F)(F)F)c1)c1cccc(OC(F)(F)F)c1. The product is O=C(O)C(Cc1ncccn1)(c1cccc(OC(F)(F)F)c1)c1cccc(OC(F)(F)F)c1. Reaction SMILES: [Br:32][CH2:33][c:34]1[n:35][cH:36][cH:37][cH:38][n:39]1.[CH2:40]1[O:41][CH2:42][CH2:43][CH2:44]1.[CH3:27][CH2:28][CH2:29][CH2:30][Li:31].[F:1][C:2]([O:3][c:4]1[cH:5][c:6]([CH:10]([C:11](=[O:12])[OH:13])[c:14]2[cH:15][c:16]([O:20][C:21]([F:22])([F:23])[F:24])[cH:17][cH:18][cH:19]2)[cH:7][cH:8][cH:9]1)([F:25])[F:26]>>[F:1][C:2]([O:3][c:4]1[cH:5][c:6]([C:10]([C:11](=[O:12])[OH:13])([c:14]2[cH:15][c:16]([O:20][C:21]([F:22])([F:23])[F:24])[cH:17][cH:18][cH:19]2)[CH2:33][c:34]2[n:35][cH:36][cH:37][cH:38][n:39]2)[cH:7][cH:8][cH:9]1)([F:25])[F:26].